Dataset: the Open Reaction Database (ORD), a public repository of structured organic reaction records. Task: describe an organic reaction: reactants, conditions, products, and yield Starting materials: C1=CC(=CC=C1CN)F, C1=CC=C(C=C1)NC2=NC=CC(=C2)Cl. Reagents/catalysts: CC(C)(C)[O-].[Na+], CC(C1CCCC1P(C2CCCCC2)C3CCCCC3)P(C(C)(C)C)C(C)(C)C.C1CCCC1.[Fe], CC(=O)O.CC(=O)O.[Pd]. Solvent: CC(=O)N(C)C. Reaction conditions: temperature 100 celsius. The product is C1=CC=C(C=C1)NC2=NC=CC(=C2)NCC3=CC=C(C=C3)F. The yield is 60.0%. Reported procedure: (4-fluorophenyl)methanamine (67.3 mg, 0.54 mmol), 4-chloro-N- phenylpyridin-2-amine (100 mg, 0.49 mmol) and sodium 2-methylpropan-2-olate (94 mg, 0.98 mmol) were suspended in DMA (2 mL) and sealed into a microwave tube. Nitrogen was bubbled through the reaction mixture for 5 minutes. (R)-(-)-1-[(S)-2-(DICYCLOHEXYLPHOSPHINO)FERROCENYL]ETHYLDI-T-BUTYLPHOSPHINE (32.5 mg, 0.06 mmol) and diacetoxypalladium (8.78 mg, 0.04 mmol) were added to the reaction mixture and nitrogen was bubbled through the re... Starting materials: C1=NC=CC=2C(=CC=CC12)S(=O)(=O)OC1=CC=C(CC(CN2CCC(CC2)=O)N(S(=O)(=O)C=2C=3C=CN=CC3C=CC2)C)C=C1 (N-{1-[p-(5-Isoquinolinesulfonyloxy)benzyl]-2-(4-oxopiperidino)ethyl)-N-methyl-5-isoquinolinesulfonamide), [BH4-].[Na+] (sodium borohydride). Run in CO (methanol). Product: OC1CCN(CC1)CC(CC1=CC=C(C=C1)OS(=O)(=O)C=1C=2C=CN=CC2C=CC1)N(S(=O)(=O)C=1C=2C=CN=CC2C=CC1)C (N-{2-(4-hydroxypiperidino)-1-[p-(5-isoquinolinesulfonyloxy)benzyl]ethyl}-N-methyl-5-isoquinolinesulfonamide). Isolated yield 57.8%. As a reaction SMILES: [CH:1]1[C:10]2[CH:9]=[CH:8][CH:7]=[C:6]([S:11]([O:14][C:15]3[CH:45]=[CH:44][C:18]([CH2:19][CH:20]([N:29]([CH3:43])[S:30]([C:33]4[C:34]5[CH:35]=[CH:36][N:37]=[CH:38][C:39]=5[CH:40]=[CH:41][CH:42]=4)(=[O:32])=[O:31])[CH2:21][N:22]4[CH2:27][CH2:26][C:25](=[O:28])[CH2:24][CH2:23]4)=[CH:17][CH:16]=3)(=[O:13])=[O:12])[C:5]=2[CH:4]=[CH:3][N:2]=1.[BH4-].[Na+]>CO>[OH:28][CH:25]1[CH2:26][CH2:27][N:22]([CH2:21][CH:20]([N:29]([CH3:43])[S:30]([C:33]2[C:34]3[CH:35]=[CH:36][N:37]=[CH:38][C:39]=3[CH:40]=[CH:41][CH:42]=2)(=[O:32])=[O:31])[CH2:19][C:18]2[CH:17]=[CH:16][C:15]([O:14][S:11]([C:6]3[C:5]4[CH:4]=[CH:3][N:2]=[CH:1][C:10]=4[CH:9]=[CH:8][CH:7]=3)(=[O:12])=[O:13])=[CH:45][CH:44]=2)[CH2:23][CH2:24]1 |f:1.2|. Reported procedure: 200 mg of the amorphous compound obtained in Example 95 was dissolved in 5 ml of methanol, to the solution was added in portions 35.2 mg of sodium borohydride at a room temperature with stirring, and the mixture was stirred for 2 hours and evaporated to remove the solvent. Resulting residue was applied to a silica gel column and eluted with chloroform/methanol (100:4), to obtain 116 mg of the title compound as pale yellow oil. Reactants: C(C)OC=1C=C(C=CC1OC)C(CS(=O)(=O)C)N (1-(3-ethoxy-4-methoxyphenyl)-2-methylsulfonylethylamine), COC1=C2C(C(=O)OC2=O)=CC=C1 (3-methoxyphthalic anhydride). Run in C(C)(=O)O (acetic acid). Yields the product C(C)OC=1C=C(C=CC1OC)C(CS(=O)(=O)C)N1C(C2=CC=CC(=C2C1=O)OC)=O (2-[1-(3-Ethoxy-4-methoxyphenyl)-2-methylsulfonylethyl]-4-methoxyisoindoline-1,3-dione), solid. Isolated yield 67.0%. As a reaction SMILES: [CH2:1]([O:3][C:4]1[CH:5]=[C:6]([CH:12]([NH2:18])[CH2:13][S:14]([CH3:17])(=[O:16])=[O:15])[CH:7]=[CH:8][C:9]=1[O:10][CH3:11])[CH3:2].[CH3:19][O:20][C:21]1[CH:31]=[CH:30][CH:29]=[C:23]2[C:24]([O:26][C:27](=O)[C:22]=12)=[O:25]>C(O)(=O)C>[CH2:1]([O:3][C:4]1[CH:5]=[C:6]([CH:12]([N:18]2[C:27](=[O:26])[C:22]3[C:23](=[CH:29][CH:30]=[CH:31][C:21]=3[O:20][CH3:19])[C:24]2=[O:25])[CH2:13][S:14]([CH3:17])(=[O:16])=[O:15])[CH:7]=[CH:8][C:9]=1[O:10][CH3:11])[CH3:2]. Procedure details: 2-[1-(3-Ethoxy-4-methoxyphenyl)-2-methylsulfonylethyl]-4-methoxyisoindoline-1,3-dione was prepared by the procedure of Example 8 from 1-(3-ethoxy-4-methoxyphenyl)-2-methylsulfonylethylamine (580 mg, 2.12 mmol) and 3-methoxyphthalic anhydride (380 mg, 2.13 mmol) in acetic acid (15 mL). The product was obtained as a white solid (620 mg, 67% yield): mp, 162.5-164.5° C.; 1H NMR (CDCl3) δ 1.45 (t, J=6.9 Hz, 3H, CH3), 2.85 (s, 3H, CH3), 3.78 (dd, J=4.7, 10.5 Hz, 1H, CHH), 3.84 (s, 3H, CH3), 3.99 (s, 3... Starting materials: CNC=1SC=C(N1)CC(=O)OCC (ethyl 2-(2-methylamino-1,3-thiazol-4-yl)acetate), CN=C1SC=C(N1)CC(=O)OCC (ethyl 2-(2-methylimino-2,3-dihydro-1,3-thiazol-4-yl)acetate), O (water), ClC(=O)OC(C)(C)CC (tert-pentyl chloroformate). Run in N1=CC=CC=C1 (pyridine), C(Cl)Cl (methylene chloride). The product is CN(C(=O)OC(C)(C)CC)C=1SC=C(N1)CC(=O)OCC (ethyl 2-[2-(N-methyl-N-tert-pentyloxycarbonylamino)-1,3-thiazol-4-yl]acetate). RXN SMILES: [CH3:1][NH:2][C:3]1[S:4][CH:5]=[C:6]([CH2:8][C:9]([O:11][CH2:12][CH3:13])=[O:10])[N:7]=1.Cl[C:15]([O:17][C:18]([CH2:21][CH3:22])([CH3:20])[CH3:19])=[O:16].O>N1C=CC=CC=1.C(Cl)Cl>[CH3:1][N:2]([C:3]1[S:4][CH:5]=[C:6]([CH2:8][C:9]([O:11][CH2:12][CH3:13])=[O:10])[N:7]=1)[C:15]([O:17][C:18]([CH2:21][CH3:22])([CH3:20])[CH3:19])=[O:16]. Procedure details: To a solution of ethyl 2-(2-methylamino-1,3-thiazol-4-yl)acetate, which can be represented as ethyl 2-(2-methylimino-2,3-dihydro-1,3-thiazol-4-yl)acetate, (8 g.) in a mixture of pyridine (80 ml.) and methylene chloride (40 ml.) was dropwise added tert-pentyl chloroformate over 2 hours at -25° to -20° C. with stirring, and the mixture was stirred for 30 minutes at the same temperature. After the reaction, the reaction mixture was poured into water (200 ml.), the mixture was extracted with ethyl a... The reactants are Cc1ccc(S(=O)(=O)Sc2sc3ccccc3c2C(C)(C)C)cc1, O=C([O-])[O-], [K+], [K+], CN(C)C=O, CC(C)C1(CCc2ccccc2CO)CC(O)=CC(=O)O1. The product is CC(C)C1(CCc2ccccc2CO)CC(O)=C(Sc2sc3ccccc3c2C(C)(C)C)C(=O)O1. As a reaction SMILES: [C:22]([CH3:23])([CH3:24])([CH3:25])[c:26]1[c:27]2[c:28]([s:29][c:30]1[S:31][S:32]([c:33]1[cH:34][cH:35][c:36]([CH3:37])[cH:38][cH:39]1)(=[O:40])=[O:41])[cH:42][cH:43][cH:44][cH:45]2.[C:46](=[O:47])([O-:48])[O-:49].[K+:50].[K+:51].[O:52]=[CH:53][N:54]([CH3:55])[CH3:56].[OH:1][C:2]1=[CH:3][C:4](=[O:21])[O:5][C:6]([CH:8]([CH3:9])[CH3:10])([CH2:11][CH2:12][c:13]2[c:14]([CH2:19][OH:20])[cH:15][cH:16][cH:17][cH:18]2)[CH2:7]1>>[OH:1][C:2]1=[C:3]([S:31][c:30]2[c:26]([C:22]([CH3:23])([CH3:24])[CH3:25])[c:27]3[c:28]([s:29]2)[cH:42][cH:43][cH:44][cH:45]3)[C:4](=[O:21])[O:5][C:6]([CH:8]([CH3:9])[CH3:10])([CH2:11][CH2:12][c:13]2[c:14]([CH2:19][OH:20])[cH:15][cH:16][cH:17][cH:18]2)[CH2:7]1. Starting materials: S(N)(O)(=O)=O (sulfamic acid), ClC1=CC2=C(N(C=N2)C=2N=C3C(=NC2)N(C=C3C=O)COCC[Si](C)(C)C)C=C1 (2-(5-chloro-benzoimidazol-1-yl)-5-(2-trimethylsilanyl-ethoxymethyl)-5H-pyrrolo[2,3-b]pyrazine-7-carbaldehyde), Cl(=O)[O-].[Na+] (sodium chlorite), P(=O)(O)(O)[O-].[K+] (potassium dihydrogen phosphate). Run in O1CCOCC1 (dioxane), O (water), CCOC(=O)C (EtOAc). Conditions: temperature 5 celsius, time 1 hour. Product: ClC1=CC2=C(N(C=N2)C=2N=C3C(=NC2)N(C=C3C(=O)O)COCC[Si](C)(C)C)C=C1 (2-(5-chloro-benzoimidazol-1-yl)-5-(2-trimethylsilanyl-ethoxymethyl)-5H-pyrrolo[2,3-b]pyrazine-7-carboxylic acid). Isolated yield 78.0%. RXN SMILES: S(=O)(=O)(O)N.[Cl:6][C:7]1[CH:34]=[CH:33][C:10]2[N:11]([C:14]3[N:15]=[C:16]4[C:22]([CH:23]=[O:24])=[CH:21][N:20]([CH2:25][O:26][CH2:27][CH2:28][Si:29]([CH3:32])([CH3:31])[CH3:30])[C:17]4=[N:18][CH:19]=3)[CH:12]=[N:13][C:9]=2[CH:8]=1.Cl([O-])=[O:36].[Na+].P([O-])(O)(O)=O.[K+]>O.CCOC(C)=O.O1CCOCC1>[Cl:6][C:7]1[CH:34]=[CH:33][C:10]2[N:11]([C:14]3[N:15]=[C:16]4[C:22]([C:23]([OH:36])=[O:24])=[CH:21][N:20]([CH2:25][O:26][CH2:27][CH2:28][Si:29]([CH3:30])([CH3:31])[CH3:32])[C:17]4=[N:18][CH:19]=3)[CH:12]=[N:13][C:9]=2[CH:8]=1 |f:2.3,4.5|. Procedure: In a 50 mL round-bottomed flask, sulfamic acid (187 mg, 1.54 mmol) and 2-(5-chloro-benzoimidazol-1-yl)-5-(2-trimethylsilanyl-ethoxymethyl)-5H-pyrrolo[2,3-b]pyrazine-7-carbaldehyde (110 mg, 0.26 mmol) were combined with dioxane (6 ml) to give a off-white suspension. The reaction mixture was cooled to 5° C. and a solution of sodium chlorite (30.2 mg, 0.33 mmol) and potassium dihydrogen phosphate (35.0 mg, 0.26 mmol) in water (2 ml) was added dropwise via syringe over 5 min. The reaction warmed to ... As a reaction SMILES: [Br:1][C:2]1[C:10]2[NH:9][C:8]3[CH:11]([CH2:14][C:15]([OH:17])=[O:16])[CH2:12][CH2:13][C:7]=3[C:6]=2[CH:5]=[C:4]([F:18])[CH:3]=1.[N+](=C)=[N-].[H-].[Na+].[Cl:24][C:25]1[CH:32]=[CH:31][C:28]([CH2:29]Br)=[CH:27][CH:26]=1>C1COCC1.CCOCC>[Br:1][C:2]1[C:10]2[N:9]([CH2:29][C:28]3[CH:31]=[CH:32][C:25]([Cl:24])=[CH:26][CH:27]=3)[C:8]3[CH:11]([CH2:14][C:15]([OH:17])=[O:16])[CH2:12][CH2:13][C:7]=3[C:6]=2[CH:5]=[C:4]([F:18])[CH:3]=1 |f:2.3|. Isolated yield 78.9%. Reaction conditions: temperature 0 celsius, time 10 minute. Starting materials: BrC1=CC(=CC=2C3=C(NC12)C(CC3)CC(=O)O)F ((+/−)-(5-bromo-7-fluoro-1,2,3,4-tetrahydrocyclopenta[b]indol-3-yl)acetic acid), [N+](=[N-])=C (diazomethane), ClC1=CC=C(CBr)C=C1 (4-chlorobenzyl bromide), [H-].[Na+] (NaH). Procedure details: To a solution of 2.13 g of the acid from Step 3 in 10 mL of THF, a solution of diazomethane in ether was added in excess until complete consumption of the acid as monitored on TLC. Then, the solvents were removed under vacuum. To a solution of the crude methyl ester thus formed in 20 mL of DMF, 539 mg of a NaH suspension (60% in oil) was added at −78° C. The suspension was stirred for 10 min at 0° C., cooled again to −78° C. and treated with 1.70 g of 4-chlorobenzyl bromide. After 5 min, the tem... Product: BrC1=CC(=CC=2C3=C(N(C12)CC1=CC=C(C=C1)Cl)C(CC3)CC(=O)O)F ((+/−)-[5-bromo-4-(4-chlorobenzyl)-7-fluoro-1,2,3,4-tetrahydrocyclopenta[b]-indol-3-yl]acetic acid). The solvent is C1CCOC1 (THF), CCOCC (ether). Reactants: C(C)(C)N(CC)C(C)C (diisopropylethylamine), C(C)[NH3+] (ethanaminium), tetrafluoroborate(1-), O (water), ClC1=C(C=CC=C1Cl)C=1SC=C(N1)C(=O)O (2-(2,3-Dichloro-phenyl)-thiazole-4-carboxylic acid), CN(C)C=O (DMF). Run in O1CCOCC1 (dioxane). Product: O=C1N(C(CC1)=O)OC(=O)C=1N=C(SC1)C1=C(C(=CC=C1)Cl)Cl (2-(2,3-dichloro-phenyl)-thiazole-4-carboxylic acid 2,5-dioxo-pyrrolidin-1-yl ester). The yield is 87.0%. As a reaction SMILES: [Cl:1][C:2]1[C:7]([Cl:8])=[CH:6][CH:5]=[CH:4][C:3]=1[C:9]1[S:10][CH:11]=[C:12]([C:14]([OH:16])=[O:15])[N:13]=1.C(N([CH:23]([CH3:25])C)CC)(C)C.C([NH3+])C.[OH2:29].C[N:31]([CH:33]=[O:34])[CH3:32]>O1CCOCC1>[O:29]=[C:32]1[CH2:25][CH2:23][C:33](=[O:34])[N:31]1[O:15][C:14]([C:12]1[N:13]=[C:9]([C:3]2[CH:4]=[CH:5][CH:6]=[C:7]([Cl:8])[C:2]=2[Cl:1])[S:10][CH:11]=1)=[O:16]. Procedure: 2-(2,3-Dichloro-phenyl)-thiazole-4-carboxylic acid (4.1 g, 15 mmol) was dissolved in a mixture of 50 mL of DMF and 50 mL of dioxane. To this solution diisopropylethylamine (7.8 mL, 45 mmol) and ethanaminium, N-[(dimethylamino)[(2,5-dioxo-1-pyrrolidinyl)oxy]methylene]-N-methyl-, tetrafluoroborate(1-) (TSTU, Aldrich Inc.; 6.8 g, 22.5 mmol) was added. The reaction mixture was stirred at room temperature for 3 h after which 150 mL water was added and the organic layer was separated. The organic laye... Starting materials: C(C1=CC=CC=C1)N1CC(C(C1)C1=C(C=CC=C1)C)C(=O)[O-] (1-Benzyl-4-(2-methylphenyl)pyrrolidine-3-carboxylate), [OH-].[Na+] (NaOH), Cl (HCl). Run in C1CCOC1.CO.O (THF MeOH H2O). Reaction conditions: time 12 hour. Yields the product C(C1=CC=CC=C1)N1CC(C(C1)C1=C(C=CC=C1)C)C(=O)O (1-Benzyl-4-(2-methylphenyl)pyrrolidine-3-carboxylic acid). As a reaction SMILES: [CH2:1]([N:8]1[CH2:12][CH:11]([C:13]2[CH:18]=[CH:17][CH:16]=[CH:15][C:14]=2[CH3:19])[CH:10]([C:20]([O-:22])=[O:21])[CH2:9]1)[C:2]1[CH:7]=[CH:6][CH:5]=[CH:4][CH:3]=1.[OH-].[Na+].Cl>C1COCC1.CO.O>[CH2:1]([N:8]1[CH2:12][CH:11]([C:13]2[CH:18]=[CH:17][CH:16]=[CH:15][C:14]=2[CH3:19])[CH:10]([C:20]([OH:22])=[O:21])[CH2:9]1)[C:2]1[CH:3]=[CH:4][CH:5]=[CH:6][CH:7]=1 |f:1.2,4.5.6|. Procedure: To 1-Benzyl-4-(2-methylphenyl)pyrrolidine-3-carboxylate (0.685 g, 2.214 mmol) in THF/MeOH/H2O (5 ml) was added 2N NaOH (3.32 ml, 6.64 mmol). The solution was stirred for 12 hours at room temperature and was acidified to pH1-2 with 1N HCl. The crude acid was extracted three times with EtOAc. The combined organic layers were dried over Na2SO4 and concentrated. The reactants are FC1=C(C(=C(C=C1OC)OC)F)C#C[Si](C)(C)C ([(2,6-difluoro-3,5-dimethoxyphenyl)ethynyl](trimethyl)-silane), CO (methanol), [F-].[Cs+] (cesium fluoride). The solvent is O1CCCC1 (tetrahydrofuran). Reaction conditions: time 1 hour. Yields the product C(#C)C=1C(=C(C=C(C1F)OC)OC)F (3-ethynyl-2,4-difluoro-1,5-dimethoxybenzene). The yield is 95.3%. Reaction SMILES: [F:1][C:2]1[C:7]([O:8][CH3:9])=[CH:6][C:5]([O:10][CH3:11])=[C:4]([F:12])[C:3]=1[C:13]#[C:14][Si](C)(C)C.CO.[F-].[Cs+]>O1CCCC1>[C:13]([C:3]1[C:2]([F:1])=[C:7]([O:8][CH3:9])[CH:6]=[C:5]([O:10][CH3:11])[C:4]=1[F:12])#[CH:14] |f:2.3|. Reported procedure: To a stirred solution of [(2,6-difluoro-3,5-dimethoxyphenyl)ethynyl](trimethyl)-silane (630 mg, 2.33 mmol) in tetrahydrofuran (2 mL)/methanol (2 mL), cesium fluoride (354 mg, 2.33 mmol) was added at room temperature. After 1 hour, the reaction was quenched with saturated aq. NH4Cl, then extracted with methylene chloride. The combined organic layers were dried over MgSO4, concentrated to give the desired product (440 mg, 95%). 1H NMR (300 MHz, CDCl3): δ 6.62 (t, J=7.8 Hz, 1H), 3.89 (s, 7H) ppm.